Task: describe an organic reaction: reactants, conditions, products, and yield. Dataset: the Open Reaction Database (ORD), a public repository of structured organic reaction records Reactants: Cl.NO (hydroxylamine hydrochloride), CN(C)CC=NC(C1=C(C=CC=C1)[N+](=O)[O-])=O (N-[(dimethylamino)ethylidene]-2-nitrobenzamide). Solvent: O (water), [OH-].[Na+] (sodium hydroxide). Reaction conditions: temperature 110 celsius, time 20 minute. Product: CC1=NOC(=N1)C1=C(C=CC=C1)[N+](=O)[O-] (3-methyl-5-(2-nitrophenyl)-1,2,4-oxadiazole). Isolated yield 81.6%. Reaction SMILES: Cl.[NH2:2]O.CN([CH2:7][CH:8]=[N:9][C:10](=[O:20])[C:11]1[CH:16]=[CH:15][CH:14]=[CH:13][C:12]=1[N+:17]([O-:19])=[O:18])C>[OH-].[Na+].O>[CH3:7][C:8]1[N:9]=[C:10]([C:11]2[CH:16]=[CH:15][CH:14]=[CH:13][C:12]=2[N+:17]([O-:19])=[O:18])[O:20][N:2]=1 |f:0.1,3.4|. Procedure details: To a solution of hydroxylamine hydrochloride (1.37 g, 20.1 mmol) in 5N aqueous sodium hydroxide (3.9 mL) was added N-[(dimethylamino)ethylidene]-2-nitrobenzamide (3.7 g, 15.7 mmol) portionwise. After stirring 20 minutes, the reaction was diluted with water (30 mL) and placed in a −23° C. freezer for 1 hour. The yellow crystals were collected by filtration. This material was dissolved in glacial acetic acid and heated to 110° C. for 14 hours. Toluene (30 mL) was added and the reaction fitted with... Reactants: solution, ]of, C(C)(=O)OCC=C (allyl acetate), C1(=CC=CC=C1)[SiH](C1=CC=CC=C1)C1=CC=CC=C1 (triphenylsilane). Reagents/catalysts: [H+].[H+].Cl[Pt-2](Cl)(Cl)(Cl)(Cl)Cl (chloroplatinic acid). Solvent: CC(C)O (2-propanol). Run at time 3 hour. Product: C(C)(=O)OCCC[Si](C1=CC=CC=C1)(C1=CC=CC=C1)C1=CC=CC=C1 (3-acetoxypropyltriphenylsilane). The yield is 92.2%. As a reaction SMILES: [C:1]([O:4][CH2:5][CH:6]=[CH2:7])(=[O:3])[CH3:2].[C:8]1([SiH:14]([C:21]2[CH:26]=[CH:25][CH:24]=[CH:23][CH:22]=2)[C:15]2[CH:20]=[CH:19][CH:18]=[CH:17][CH:16]=2)[CH:13]=[CH:12][CH:11]=[CH:10][CH:9]=1>CC(O)C.[H+].[H+].Cl[Pt-2](Cl)(Cl)(Cl)(Cl)Cl>[C:1]([O:4][CH2:5][CH2:6][CH2:7][Si:14]([C:15]1[CH:16]=[CH:17][CH:18]=[CH:19][CH:20]=1)([C:21]1[CH:26]=[CH:25][CH:24]=[CH:23][CH:22]=1)[C:8]1[CH:9]=[CH:10][CH:11]=[CH:12][CH:13]=1)(=[O:3])[CH3:2] |f:3.4.5|. Reported procedure: 0.5 ml of a 0.1 N solution of chloroplatinic acid as the catalyst in 2-propanol was added to an excess amount [58.1 g (581 mmol)]of allyl acetate (B). 40 g (15.4 mmol) of triphenylsilane (A) was added thereto and the mixture was stirred at room temperature for 3 h. After confirming the completion of the reaction according to the disappearance of an absorption due to SiH at 2100 cm-1 in the I.R. absorption spectrum, excess (B) was distilled off under reduced pressure. The residue was purified acc... Reactants: ClC1=CC(=NC=N1)N(CCO)C (2-[(6-chloropyrimidin-4-yl)-methylamino)ethanol). Reagents/catalysts: [Pd] (Pd/C). The solvent is C(C)O (ethanol), O (water). Conditions: time 8 hour. Yields the product CN(CCO)C1=NC=NC=C1 (2-(methylpyrimidin-4-yl-amino)-ethanol). As a reaction SMILES: Cl[C:2]1[N:7]=[CH:6][N:5]=[C:4]([N:8]([CH3:12])[CH2:9][CH2:10][OH:11])[CH:3]=1>C(O)C.O.[Pd]>[CH3:12][N:8]([C:4]1[CH:3]=[CH:2][N:7]=[CH:6][N:5]=1)[CH2:9][CH2:10][OH:11]. Reported procedure: To 9.4 g (50 mmol) 2-[(6-chloropyrimidin-4-yl)-methylamino)ethanol in 50 ml ethanol and 10 ml water, 1 g of a 10% Pd/C paste is added and the resulting mixture is subjected to hydrogenation at a pressure of 60 atmospheres and at room temperature for 8 h. Starting materials: ClC1=CC=C(C=C1)C=1C(NN=CC1C1=CC=C(C=C1)S(=O)(=O)C)=O (4-(4-chlorophenyl)-5-[4-(methylsulfonyl)phenyl]-3(2H)-pyridazinone), IC=1C=C(C=CC1)C(F)(F)F (3-iodobenzotrifluoride), N (NH3). Product: FC(C=1C=C(C=CC1)N1N=CC(=C(C1=O)C1=CC=C(C=C1)Cl)C1=CC=C(C=C1)S(=O)(=O)C)(F)F (2-(3-Trifluoromethylphenyl)-4-(4-chlorophenyl)-5-[4-(methylsulfonyl)phenyl]-3(2H)-pyridazinone). As a reaction SMILES: [Cl:1][C:2]1[CH:7]=[CH:6][C:5]([C:8]2[C:9](=[O:24])[NH:10][N:11]=[CH:12][C:13]=2[C:14]2[CH:19]=[CH:18][C:17]([S:20]([CH3:23])(=[O:22])=[O:21])=[CH:16][CH:15]=2)=[CH:4][CH:3]=1.I[C:26]1[CH:27]=[C:28]([C:32]([F:35])([F:34])[F:33])[CH:29]=[CH:30][CH:31]=1.N>>[F:33][C:32]([F:35])([F:34])[C:28]1[CH:27]=[C:26]([N:10]2[C:9](=[O:24])[C:8]([C:5]3[CH:6]=[CH:7][C:2]([Cl:1])=[CH:3][CH:4]=3)=[C:13]([C:14]3[CH:19]=[CH:18][C:17]([S:20]([CH3:23])(=[O:22])=[O:21])=[CH:16][CH:15]=3)[CH:12]=[N:11]2)[CH:31]=[CH:30][CH:29]=1. Procedure details: The title compound was prepared according to Example 93, starting with 4-(4-chlorophenyl)-5-[4-(methylsulfonyl)phenyl]-3(2H)-pyridazinone in place of 4-(4-fluorophenyl)-5-[4-(methylsulfonyl)phenyl]-3-3(2H)-pyridazinone and substituting 3-iodobenzotrifluoride in place of 4-bromothioanisole (yield: 210 mg, 59.5%). mp 103-105° C. 1H NMR (300 MHz, CDCl3) δ 3.08 (s, 3H), 7.18 (d, J=9 Hz, 2H), 7.28 (d, J=9 Hz, 2H), 7.41 (d, J=9 Hz, 2H), 7.65 (m, 2H), 7.95 (m, 3H), 8.04 (m, 2H). MS (DCI/NH3) m/z 505 (M... The reactants are C(C1=CC=CC=C1)N1CC2=C(N=C(N=C2O)C2=CC(=CC(=C2)Cl)Cl)CC1 (6-benzyl-2-(3,5-dichloro-phenyl)-5,6,7,8-tetrahydro-pyrido[4,3-d]pyrimidin-4-ol), C(C1=CC=CC=C1)N1CC2=C(N=C(N=C2O)C2=CC(=CC(=C2)Cl)Cl)CC1 (6-benzyl-2-(3,5-dichloro-phenyl)-5,6,7,8-tetrahydro-pyrido[4,3-d]pyrimidin-4-ol), FC1=CC=C(CBr)C=C1 (4-fluorobenzyl bromide). The product is C(C1=CC=CC=C1)N1CC2=C(N=C(N=C2OCC2=CC=C(C=C2)F)C2=CC(=CC(=C2)Cl)Cl)CC1 (6-Benzyl-2-(3,5-dichlorophenyl)-4-[(4-fluorobenzyl)oxy]-5,6,7,8-tetrahydropyrido[4,3-d]pyrimidine). Reaction SMILES: [CH2:1]([N:8]1[CH2:26][CH2:25][C:11]2[N:12]=[C:13]([C:17]3[CH:22]=[C:21]([Cl:23])[CH:20]=[C:19]([Cl:24])[CH:18]=3)[N:14]=[C:15]([OH:16])[C:10]=2[CH2:9]1)[C:2]1[CH:7]=[CH:6][CH:5]=[CH:4][CH:3]=1.[F:27][C:28]1[CH:35]=[CH:34][C:31]([CH2:32]Br)=[CH:30][CH:29]=1>>[CH2:1]([N:8]1[CH2:26][CH2:25][C:11]2[N:12]=[C:13]([C:17]3[CH:18]=[C:19]([Cl:24])[CH:20]=[C:21]([Cl:23])[CH:22]=3)[N:14]=[C:15]([O:16][CH2:32][C:31]3[CH:34]=[CH:35][C:28]([F:27])=[CH:29][CH:30]=3)[C:10]=2[CH2:9]1)[C:2]1[CH:3]=[CH:4][CH:5]=[CH:6][CH:7]=1. Procedure: The title compound was prepared from 6-benzyl-2-(3,5-dichloro-phenyl)-5,6,7,8-tetrahydro-pyrido[4,3-d]pyrimidin-4-ol (which was obtained in Intermediate 7) and 4-fluorobenzyl bromide according to Method A; 1H NMR (DMSO-d6, 300 MHz) δ 3.67 (br s, 4H), 4.24 (br s, 2H), 4.43 (br s, 2H), 5.64 (s, 2H), 7.25 (t, J=8.9 Hz, 2H), 7.60 (m, 3H), 7.83 (s, 1H), 7.95 (s, 1H); LC retention time 3.21 min; MS: m/z (ESI) 494 (M+H). The reactants are ClC1=NC(=C(C(=C1[N+](=O)[O-])NCC(C)(C)NC(C)=O)C)C (N-{2-[(2-chloro-5,6-dimethyl-3-nitropyridin-4-yl)amino]-1,1-dimethylethyl}acetamide), CCOC(=O)C (EtOAc), [H-].[Na+] (NaH), C1(=CC=CC=C1)O (phenol). Solvent: C(OC)COC (dimethoxyethane). Run at time 10 minute. Yields the product EtOAc hexanes, CC1=NC(=C(C(=C1C)NCC(C)(C)NC(C)=O)[N+](=O)[O-])OC1=CC=CC=C1 (N-{2-[(2,3-dimethyl-5-nitro-6-phenoxypyridin-4-yl)amino]-1,1-dimethylethyl}acetamide). Yield: 72.5%. As a reaction SMILES: [H-].[Na+].[C:3]1([OH:9])[CH:8]=[CH:7][CH:6]=[CH:5][CH:4]=1.Cl[C:11]1[C:16]([N+:17]([O-:19])=[O:18])=[C:15]([NH:20][CH2:21][C:22]([NH:25][C:26](=[O:28])[CH3:27])([CH3:24])[CH3:23])[C:14]([CH3:29])=[C:13]([CH3:30])[N:12]=1.CCOC(C)=O>C(COC)OC>[CH3:30][C:13]1[C:14]([CH3:29])=[C:15]([NH:20][CH2:21][C:22]([NH:25][C:26](=[O:28])[CH3:27])([CH3:24])[CH3:23])[C:16]([N+:17]([O-:19])=[O:18])=[C:11]([O:9][C:3]2[CH:8]=[CH:7][CH:6]=[CH:5][CH:4]=2)[N:12]=1 |f:0.1|. Procedure: A 250 mL-round bottom flask was charged with NaH (60% oil dispersion, 534 mg, 13.3 mmol) under N2. The NaH was washed with three portions of hexanes and dried under a stream of N2. Dimethoxyethane (10 mL) was then added to the flask followed by phenol (1.25 g, 13.3 mmol). After stirring for 10 min, a solution of N-{2-[(2-chloro-5,6-dimethyl-3-nitropyridin-4-yl)amino]-1,1-dimethylethyl}acetamide (2.80 g, 8.89 mmol) in 15 mL of dimethoxyethane was added to the reaction mixture, dropwise, via cannu... Reactants: CCO, Cc1ccccc1N, O=C1CSC(=O)N1. The product is Cc1ccccc1NCN1C(=O)CSC1=O. As a reaction SMILES: [CH3:16][CH2:17][OH:18].[NH2:1][c:2]1[c:3]([CH3:8])[cH:4][cH:5][cH:6][cH:7]1.[S:9]1[C:10](=[O:15])[NH:11][C:12](=[O:14])[CH2:13]1>>[NH:1]([c:2]1[c:3]([CH3:8])[cH:4][cH:5][cH:6][cH:7]1)[CH2:16][N:11]1[C:10](=[O:15])[S:9][CH2:13][C:12]1=[O:14]. Reactants: Cc1nc(-c2cn(CCO)c(-c3ccc(Br)cc3F)n2)n(C(C)C)n1, [H-], [Na+], CN(C)C=O. Yields the product Cc1nc(-c2cn3c(n2)-c2ccc(Br)cc2OCC3)n(C(C)C)n1. RXN SMILES: [Br:1][c:2]1[cH:3][c:4]([F:25])[c:5](-[c:8]2[n:9]([CH2:22][CH2:23][OH:24])[cH:10][c:11](-[c:13]3[n:14]([CH:19]([CH3:20])[CH3:21])[n:15][c:16]([CH3:18])[n:17]3)[n:12]2)[cH:6][cH:7]1.[H-:26].[Na+:27].[O:28]=[CH:29][N:30]([CH3:31])[CH3:32]>>[Br:1][c:2]1[cH:3][c:4]2[c:5]([cH:6][cH:7]1)-[c:8]1[n:9]([cH:10][c:11](-[c:13]3[n:14]([CH:19]([CH3:20])[CH3:21])[n:15][c:16]([CH3:18])[n:17]3)[n:12]1)[CH2:22][CH2:23][O:24]2. The reactants are N1(CCNCC1)C=1C=CC=2N(N1)C(=NN2)C(F)(F)F (6-(piperazin-1-yl)-3-(trifluoromethyl)-[1,2,4]triazolo[4,3-b]pyridazine), C(=O)C1=CC=C(C(=O)N(C)C)C=C1 (4-formyl-N,N-dimethylbenzamide). Product: CN(C(C1=CC=C(C=C1)CN1CCN(CC1)C=1C=CC=2N(N1)C(=NN2)C(F)(F)F)=O)C (N,N-dimethyl-4-[[4-[3-(trifluoromethyl)-[1,2,4]triazolo[4,3-b]pyridazin-6-yl]piperazin-1-yl]methyl]benzamide). Reaction SMILES: [N:1]1([C:7]2[CH:8]=[CH:9][C:10]3[N:11]([C:13]([C:16]([F:19])([F:18])[F:17])=[N:14][N:15]=3)[N:12]=2)[CH2:6][CH2:5][NH:4][CH2:3][CH2:2]1.[CH:20]([C:22]1[CH:32]=[CH:31][C:25]([C:26]([N:28]([CH3:30])[CH3:29])=[O:27])=[CH:24][CH:23]=1)=O>>[CH3:30][N:28]([CH3:29])[C:26](=[O:27])[C:25]1[CH:31]=[CH:32][C:22]([CH2:20][N:4]2[CH2:3][CH2:2][N:1]([C:7]3[CH:8]=[CH:9][C:10]4[N:11]([C:13]([C:16]([F:17])([F:18])[F:19])=[N:14][N:15]=4)[N:12]=3)[CH2:6][CH2:5]2)=[CH:23][CH:24]=1. Reported procedure: Reductive amination of 6-(piperazin-1-yl)-3-(trifluoromethyl)-[1,2,4]triazolo[4,3-b]pyridazine with 4-formyl-N,N-dimethylbenzamide was carried out according to General Synthetic Method 7. The crude product was purified by hplc using a Waters XBridge Prep C18 OBD column, 5μ silica, 30 mm diameter, 100 mm length eluted with decreasingly polar mixtures of water (containing 0.1% aqueous ammonia) and acetonitrile as eluents to give N,N-dimethyl-4-[[4-[3-(trifluoromethyl)-[1,2,4]triazolo[4,3-b]pyridaz... Reactants: ClCCNC(=O)OC[C@H](OC(=O)OC)COCCCCCCCCCCCCCCCCCC ((R)-1-O-[(2-chloroethyl) carbamoyl]-2-O-(methoxycarbonyl)-3-O-octadecylglycerine), N1=CC=CC=C1 (pyridine). Yields the product [Cl-].COC(=O)O[C@@H](COC(=O)NCC[N+]1=CC=CC=C1)COCCCCCCCCCCCCCCCCCC (1-[2-[1-[(R)-2-[(methoxycarbonyl)oxy]-3-(octadecyloxy)propoxy]formamido]-ethyl]pyridinium chloride). As a reaction SMILES: [Cl:1][CH2:2][CH2:3][NH:4][C:5]([O:7][CH2:8][C@@H:9]([CH2:15][O:16][CH2:17][CH2:18][CH2:19][CH2:20][CH2:21][CH2:22][CH2:23][CH2:24][CH2:25][CH2:26][CH2:27][CH2:28][CH2:29][CH2:30][CH2:31][CH2:32][CH2:33][CH3:34])[O:10][C:11]([O:13][CH3:14])=[O:12])=[O:6].[N:35]1[CH:40]=[CH:39][CH:38]=[CH:37][CH:36]=1>>[Cl-:1].[CH3:14][O:13][C:11]([O:10][C@H:9]([CH2:15][O:16][CH2:17][CH2:18][CH2:19][CH2:20][CH2:21][CH2:22][CH2:23][CH2:24][CH2:25][CH2:26][CH2:27][CH2:28][CH2:29][CH2:30][CH2:31][CH2:32][CH2:33][CH3:34])[CH2:8][O:7][C:5]([NH:4][CH2:3][CH2:2][N+:35]1[CH:40]=[CH:39][CH:38]=[CH:37][CH:36]=1)=[O:6])=[O:12] |f:2.3|. Reported procedure: A solution of 0.07 g of (R)-1-O-[(2-chloroethyl) carbamoyl]-2-O-(methoxycarbonyl)-3-O-octadecylglycerine in 10 ml of pyridine is heated at 80° C. for 3 days. The solution is evaporated and the residue is recrystallized from acetone-n-hexane. There is obtained 1-[2-[1-[(R)-2-[(methoxycarbonyl)oxy]-3-(octadecyloxy)propoxy]formamido]-ethyl]pyridinium chloride of melting point 83° C. (dec.).